From a dataset of the Open Reaction Database (ORD), a public repository of structured organic reaction records. describe an organic reaction: reactants, conditions, products, and yield Reaction SMILES: [Br:3][c:4]1[cH:5][c:6]2[cH:7][cH:8][c:9]([O:16][CH3:17])[c:10]([CH2:14][OH:15])[c:11]2[cH:12][cH:13]1.[CH2:20]1[O:21][CH2:22][CH2:23][CH2:24]1.[CH3:18][I:19].[H-:1].[Na+:2].[O:25]=[CH:26][N:27]([CH3:28])[CH3:29]>>[Br:3][c:4]1[cH:5][c:6]2[cH:7][cH:8][c:9]([O:16][CH3:17])[c:10]([CH2:14][O:15][CH3:18])[c:11]2[cH:12][cH:13]1. The product is COCc1c(OC)ccc2cc(Br)ccc12. The reactants are COc1ccc2cc(Br)ccc2c1CO, C1CCOC1, CI, [H-], [Na+], CN(C)C=O. The reactants are O=C([O-])O, CC#N, CCOC(C)=O, Nc1ncccc1C(=O)NCc1ccc(Oc2ccccc2)s1, [Na+], C1CCOC1, O. Yields the product CC(=O)Nc1ncccc1C(=O)NCc1ccc(Oc2ccccc2)s1. As a reaction SMILES: [C:27]([O-:28])(=[O:29])[OH:30].[CH3:24][C:25]#[N:26].[CH3:37][CH2:38][O:39][C:40](=[O:41])[CH3:42].[NH2:1][c:2]1[c:3]([C:4](=[O:5])[NH:6][CH2:7][c:8]2[s:9][c:10]([O:13][c:14]3[cH:15][cH:16][cH:17][cH:18][cH:19]3)[cH:11][cH:12]2)[cH:20][cH:21][cH:22][n:23]1.[Na+:31].[O:32]1[CH2:33][CH2:34][CH2:35][CH2:36]1.[OH2:43]>>[NH:1]([c:2]1[c:3]([C:4](=[O:5])[NH:6][CH2:7][c:8]2[s:9][c:10]([O:13][c:14]3[cH:15][cH:16][cH:17][cH:18][cH:19]3)[cH:11][cH:12]2)[cH:20][cH:21][cH:22][n:23]1)[C:25]([CH3:24])=[O:28]. Reactants: CN(C)C1(c2ccccc2)CCC(CN)CC1, [Na+], C1COCCO1, [OH-], O, CC(Cc1c[nH]c2ccccc12)NC(=O)Oc1ccccc1. Yields the product CC(Cc1c[nH]c2ccccc12)NC(=O)NCC1CCC(c2ccccc2)(N(C)C)CC1. RXN SMILES: [NH2:1][CH2:2][CH:3]1[CH2:4][CH2:5][C:6]([c:9]2[cH:10][cH:11][cH:12][cH:13][cH:14]2)([N:15]([CH3:16])[CH3:17])[CH2:7][CH2:8]1.[Na+:42].[O:43]1[CH2:44][CH2:45][O:46][CH2:47][CH2:48]1.[OH-:41].[OH2:40].[c:18]1([O:24][C:25](=[O:19])[NH:26][CH:27]([CH2:28][c:29]2[cH:30][nH:31][c:32]3[cH:33][cH:34][cH:35][cH:36][c:37]23)[CH3:38])[cH:20][cH:21][cH:22][cH:23][cH:39]1>>[NH:1]([CH2:2][CH:3]1[CH2:4][CH2:5][C:6]([c:9]2[cH:10][cH:11][cH:12][cH:13][cH:14]2)([N:15]([CH3:16])[CH3:17])[CH2:7][CH2:8]1)[C:25](=[O:24])[NH:26][CH:27]([CH2:28][c:29]1[cH:30][nH:31][c:32]2[cH:33][cH:34][cH:35][cH:36][c:37]12)[CH3:38]. Reactants: CN(CCC1(CCCC1)C1=CC=C(C=C1)OC)C (1-(2-dimethylaminoethyl)-1-(4-methoxyphenyl)cyclopentane), base, N#CBr (cyanogen bromide). The solvent is C(Cl)(Cl)Cl (chloroform), C(Cl)(Cl)Cl (chloroform). The product is C(#N)N(C)CCC1(CCCC1)C1=CC=C(C=C1)OC (1-(N-cyano-N-methylaminoethyl)-1-(4-methoxyphenyl)cyclopentane). As a reaction SMILES: [CH3:1][N:2]([CH3:18])[CH2:3][CH2:4][C:5]1([C:10]2[CH:15]=[CH:14][C:13]([O:16][CH3:17])=[CH:12][CH:11]=2)[CH2:9][CH2:8][CH2:7][CH2:6]1.[N:19]#CBr>C(Cl)(Cl)Cl>[C:18]([N:2]([CH2:3][CH2:4][C:5]1([C:10]2[CH:11]=[CH:12][C:13]([O:16][CH3:17])=[CH:14][CH:15]=2)[CH2:6][CH2:7][CH2:8][CH2:9]1)[CH3:1])#[N:19]. Reported procedure: By following the manipulative procedure outlined above in Example 12, a solution of 5.43 g of 1-(2-dimethylaminoethyl)-1-(4-methoxyphenyl)cyclopentane (the free base of Example 46) in chloroform is added to a stirred solution of 2.57 g of cyanogen bromide in chloroform to give an oil. The oil is dissolved in chlorofrom, subjected to column chromatography with a silica gel column and eluted with ether to produce an orange oil of 1-(N-cyano-N-methylaminoethyl)-1-(4-methoxyphenyl)cyclopentane.